From a dataset of the Open Reaction Database (ORD), a public repository of structured organic reaction records. describe an organic reaction: reactants, conditions, products, and yield The reactants are BrC1=CC=C(C(=O)NC=2C(=NC=C(C2)C2=NC(=NC=C2)NC)OC)C=C1 (4-Bromo-N-(2-methoxy-5-(2-(methylamino)pyrimidin-4-yl)pyridin-3-yl)benzamide), N1CCCCC1 (piperidine). Solvent: CN1CCCC1=O (NMP). Reaction conditions: temperature 160 celsius. The product is CNC1=NC=CC(=N1)C=1C=C(C(NC1)=O)NC(C1=CC=C(C=C1)N1CCCCC1)=O (N-(1,2-dihydro-5-(2-(methylamino)pyrimidin-4-yl)-2-oxopyridin-3-yl)-4-(piperidin-1-yl)benzamide). The yield is 45.0%. As a reaction SMILES: Br[C:2]1[CH:26]=[CH:25][C:5]([C:6]([NH:8][C:9]2[C:10]([O:23]C)=[N:11][CH:12]=[C:13]([C:15]3[CH:20]=[CH:19][N:18]=[C:17]([NH:21][CH3:22])[N:16]=3)[CH:14]=2)=[O:7])=[CH:4][CH:3]=1.[NH:27]1[CH2:32][CH2:31][CH2:30][CH2:29][CH2:28]1>CN1C(=O)CCC1>[CH3:22][NH:21][C:17]1[N:16]=[C:15]([C:13]2[CH:14]=[C:9]([NH:8][C:6](=[O:7])[C:5]3[CH:25]=[CH:26][C:2]([N:27]4[CH2:32][CH2:31][CH2:30][CH2:29][CH2:28]4)=[CH:3][CH:4]=3)[C:10](=[O:23])[NH:11][CH:12]=2)[CH:20]=[CH:19][N:18]=1. Procedure: 4-Bromo-N-(2-methoxy-5-(2-(methylamino)pyrimidin-4-yl)pyridin-3-yl)benzamide (50 mg, 0.121 mmol) was placed in a microwave tube equipped with a stirrer bar. NMP (1.5 mL) was added, followed by piperidine (1.5 mL). The reaction vessel was heated at 160° C. for 2 hours in a microwave. After cooling, the solvent and excess piperidine were removed in vacuo. The crude compound was recrystallized from methanol to give the title compound as a white solid (22 mg, 45% yield).). MS (ES+) m/e=405. 1H NMR (... Reactants: O=C(O)c1ccc(Cl)nc1, CC(C)(C)OC(=O)N1CCC(CN)C1. Product: CC(C)(C)OC(=O)N1CCC(CNC(=O)c2ccc(Cl)nc2)C1. Reaction SMILES: [Cl:15][c:16]1[n:17][cH:18][c:19]([C:20](=[O:21])[OH:22])[cH:23][cH:24]1.[NH2:1][CH2:2][CH:3]1[CH2:4][N:5]([C:8](=[O:9])[O:10][C:11]([CH3:12])([CH3:13])[CH3:14])[CH2:6][CH2:7]1>>[NH:1]([CH2:2][CH:3]1[CH2:4][N:5]([C:8](=[O:9])[O:10][C:11]([CH3:12])([CH3:13])[CH3:14])[CH2:6][CH2:7]1)[C:20]([c:19]1[cH:18][n:17][c:16]([Cl:15])[cH:24][cH:23]1)=[O:21]. The reactants are BrB(Br)Br, O=C([O-])O, CCCc1c(Cc2ccc(-c3ccccc3-c3noc(=O)[nH]3)cc2)c(=O)n(C(C)CC)c2nc(COC)nn12, ClCCl, Cl, [Na+]. Product: CCCc1c(Cc2ccc(-c3ccccc3-c3noc(=O)[nH]3)cc2)c(=O)n(C(C)CC)c2nc(CBr)nn12. RXN SMILES: [B:40]([Br:41])([Br:42])[Br:43].[C:44](=[O:45])([O-:46])[OH:47].[CH3:1][O:2][CH2:3][c:4]1[n:5][n:6]2[c:7]([n:8]([CH:35]([CH2:36][CH3:37])[CH3:38])[c:9](=[O:34])[c:10]([CH2:15][c:16]3[cH:17][cH:18][c:19](-[c:22]4[c:23](-[c:28]5[n:29][o:30][c:31](=[O:33])[nH:32]5)[cH:24][cH:25][cH:26][cH:27]4)[cH:20][cH:21]3)[c:11]2[CH2:12][CH2:13][CH3:14])[n:39]1.[Cl:50][CH2:51][Cl:52].[ClH:49].[Na+:48]>>[CH2:3]([c:4]1[n:5][n:6]2[c:7]([n:8]([CH:35]([CH2:36][CH3:37])[CH3:38])[c:9](=[O:34])[c:10]([CH2:15][c:16]3[cH:17][cH:18][c:19](-[c:22]4[c:23](-[c:28]5[n:29][o:30][c:31](=[O:33])[nH:32]5)[cH:24][cH:25][cH:26][cH:27]4)[cH:20][cH:21]3)[c:11]2[CH2:12][CH2:13][CH3:14])[n:39]1)[Br:41]. Starting materials: C(C)(C)(C)OC(=O)N1C(C2=C(CC1)NC=N2)C2=CC=C(C=C2)C#N (4-(4-Cyano-phenyl)-1,4,6,7-tetrahydro-imidazo[4,5-c]pyridine-5-carboxylic acid tert-butyl ester), BrCC=1C=CC(=NC1)N1C(C=CC(=C1)Cl)=O (5'-bromomethyl-5-chloro-[1,2']bipyridinyl-2-one), [H-].[Na+] (NaH). Run in CN(C)C=O (DMF). Run at time 1.5 hour. Product: C(C)(C)(C)OC(=O)N1C(C2=C(CC1)N=CN2CC=2C=CC(=NC2)N2C(C=CC(=C2)Cl)=O)C2=CC=C(C=C2)C#N (3-(5-chloro-2-oxo-2H-[1,2']bipyridinyl-5'-ylmethyl)-4-(4-cyano-phenyl)-3,4,6,7-tetrahydro-imidazo[4,5-c]pyridine-5-carboxylic acid tert-butyl ester). RXN SMILES: [C:1]([O:5][C:6]([N:8]1[CH2:13][CH2:12][C:11]2[NH:14][CH:15]=[N:16][C:10]=2[CH:9]1[C:17]1[CH:22]=[CH:21][C:20]([C:23]#[N:24])=[CH:19][CH:18]=1)=[O:7])([CH3:4])([CH3:3])[CH3:2].Br[CH2:26][C:27]1[CH:28]=[CH:29][C:30]([N:33]2[CH:38]=[C:37]([Cl:39])[CH:36]=[CH:35][C:34]2=[O:40])=[N:31][CH:32]=1.[H-].[Na+]>CN(C=O)C>[C:1]([O:5][C:6]([N:8]1[CH2:13][CH2:12][C:11]2[N:14]=[CH:15][N:16]([CH2:26][C:27]3[CH:28]=[CH:29][C:30]([N:33]4[CH:38]=[C:37]([Cl:39])[CH:36]=[CH:35][C:34]4=[O:40])=[N:31][CH:32]=3)[C:10]=2[CH:9]1[C:17]1[CH:18]=[CH:19][C:20]([C:23]#[N:24])=[CH:21][CH:22]=1)=[O:7])([CH3:4])([CH3:2])[CH3:3] |f:2.3|. Reported procedure: 4-(4-Cyano-phenyl)-1,4,6,7-tetrahydro-imidazo[4,5-c]pyridine-5-carboxylic acid tert-butyl ester (0.16 g, 0.50 mmol) and 5'-bromomethyl-5-chloro-[1,2']bipyridinyl-2-one (Example 10, Step 2)(0.15 g, 0.50 mmol) were dissolved in DMF (6 mL). NaH (0.02 g, 0.60 mmol) was added and stirred at RT under Ar for 1.5 h. The reaction was concentrated in vacuo and partitioned between EtOAc and satd NaHCO3 soln, washed with H2O, brine, dried (MgSO4), filtered and concentrated to give the title compound as a mi...